describe an organic reaction: reactants, conditions, products, and yield From a dataset of the Open Reaction Database (ORD), a public repository of structured organic reaction records. Reactants: Cl (hydrochloric acid), C1(=CC=CC=C1)C1=C(C2=C(S1)C=CC=C2)S(=O)(=O)[NH-] (2-phenylbenzo[b]thiophen-3-ylsulfonylamide), COC1=NC(=NC(=C1)C)N(C([O-])=O)C1=CC=CC=C1 (N-(4-methoxy-6-methylpyrimidin-2-yl)phenylcarbamate), N12CCCCCC2=NCCC1 (1.8-diazabicyclo[5.4.0]undec-7-ene). Run in O1CCOCC1 (dioxane), O (water). Conditions: time 4 hour. The product is C1(=CC=CC=C1)C1=C(C2=C(S1)C=CC=C2)S(=O)(=O)NC(=O)NC2=NC(=CC(=N2)OC)C (N-(2-phenylbenzo[b]thiophen-3-ylsulfonyl)-N'-(4-methoxy-6-methylprimidin-2-yl)urea). Isolated yield 78.2%. As a reaction SMILES: [C:1]1([C:7]2[S:11][C:10]3[CH:12]=[CH:13][CH:14]=[CH:15][C:9]=3[C:8]=2[S:16]([NH-:19])(=[O:18])=[O:17])[CH:6]=[CH:5][CH:4]=[CH:3][CH:2]=1.[CH3:20][O:21][C:22]1[CH:27]=[C:26]([CH3:28])[N:25]=[C:24]([N:29](C2C=CC=CC=2)[C:30](=O)[O-:31])[N:23]=1.N12CCCN=C1CCCCC2.Cl>O.O1CCOCC1>[C:1]1([C:7]2[S:11][C:10]3[CH:12]=[CH:13][CH:14]=[CH:15][C:9]=3[C:8]=2[S:16]([NH:19][C:30]([NH:29][C:24]2[N:23]=[C:22]([O:21][CH3:20])[CH:27]=[C:26]([CH3:28])[N:25]=2)=[O:31])(=[O:18])=[O:17])[CH:2]=[CH:3][CH:4]=[CH:5][CH:6]=1. Procedure: A mixture of 1.1 g (3.8 mmol) of 2-phenylbenzo[b]thiophen-3-ylsulfonylamide, 1.0 g (3.8 mmol) of N-(4-methoxy-6-methylpyrimidin-2-yl)phenylcarbamate, 0.6 g (4 mmol) of 1.8-diazabicyclo[5.4.0]undec-7-ene and 15 ml of dioxane is stirred for 4 hours at 20°-25° C. The reaction mixture is then taken up in 100 ml of water, acidified to pH 3 by adding 2N hydrochloric acid dropwise and then extracted with 3×30 ml of ethyl acetate. The combined extracts are dried and concentrated by evaporation. The resi... Reactants: c1ccc(COc2ccc(OC3CN4CCC3CC4)cc2)cc1, CCO. Product: Oc1ccc(OC2CN3CCC2CC3)cc1. RXN SMILES: [CH2:1]([c:2]1[cH:3][cH:4][cH:5][cH:6][cH:7]1)[O:8][c:9]1[cH:10][cH:11][c:12]([O:13][CH:14]2[CH2:15][N:16]3[CH2:17][CH2:18][CH:19]2[CH2:20][CH2:21]3)[cH:22][cH:23]1.[CH3:24][CH2:25][OH:26]>>[OH:8][c:9]1[cH:10][cH:11][c:12]([O:13][CH:14]2[CH2:15][N:16]3[CH2:17][CH2:18][CH:19]2[CH2:20][CH2:21]3)[cH:22][cH:23]1. Conditions: time 3 hour. Reactants: BrC1=CC=C(C=C1)Cl (4-Bromochlorobenzene), COC1=CC=C(O)C=C1 (hydroquinone monomethyl ether), [OH-].[K+] (potassium hydroxide). Procedure details: 4-Bromochlorobenzene (3.8 g), hydroquinone monomethyl ether (3.1 g) and potassium hydroxide (1.5 g) and copper powder (0.1 g) were mixed and the reaction was carried out at 160° C. to 200° C. for 3 hours. After cooling to room temperature, the reaction mixture was extracted with benzene (100 ml) and washed with 1N sodium hydroxide, water, and saturated aqueous sodium chloride. After drying over anhydrous magnesium sulfate, the solvent was evaporated under a reduced pressure and the residue was p... Product: COC1=CC=C(C=C1)OC1=CC=C(C=C1)Cl (4-(4-chlorophenoxy)phenol methyl ether). RXN SMILES: Br[C:2]1[CH:7]=[CH:6][C:5]([Cl:8])=[CH:4][CH:3]=1.[CH3:9][O:10][C:11]1[CH:17]=[CH:16][C:14]([OH:15])=[CH:13][CH:12]=1.[OH-].[K+]>[Cu]>[CH3:9][O:10][C:11]1[CH:17]=[CH:16][C:14]([O:15][C:2]2[CH:7]=[CH:6][C:5]([Cl:8])=[CH:4][CH:3]=2)=[CH:13][CH:12]=1 |f:2.3|. The reagents and catalysts are [Cu] (copper). Yield: 53.7%. Yields the product CS(=O)c1cccc(-c2nc(N3CCC(C(=O)O)CC3)cc3cccnc23)c1. Reaction SMILES: [CH3:1][S:2][c:3]1[cH:4][c:5](-[c:9]2[n:10][c:11]([N:19]3[CH2:20][CH2:21][CH:22]([C:25](=[O:26])[OH:27])[CH2:23][CH2:24]3)[cH:12][c:13]3[cH:14][cH:15][cH:16][n:17][c:18]23)[cH:6][cH:7][cH:8]1.[CH3:31][OH:32].[ClH:30].[OH2:33].[OH:28][OH:29]>>[CH3:1][S:2]([c:3]1[cH:4][c:5](-[c:9]2[n:10][c:11]([N:19]3[CH2:20][CH2:21][CH:22]([C:25](=[O:26])[OH:27])[CH2:23][CH2:24]3)[cH:12][c:13]3[cH:14][cH:15][cH:16][n:17][c:18]23)[cH:6][cH:7][cH:8]1)=[O:28]. Reactants: CSc1cccc(-c2nc(N3CCC(C(=O)O)CC3)cc3cccnc23)c1, CO, Cl, O, OO.